Dataset: the Open Reaction Database (ORD), a public repository of structured organic reaction records. Task: describe an organic reaction: reactants, conditions, products, and yield Reactants: COC(=O)c1c(O)c2ccc(OC3CCCCC3)cc2oc1=O, COCCO, NCC(=O)[O-], [Na+]. The product is O=C(O)CNC(=O)c1c(O)c2ccc(OC3CCCCC3)cc2oc1=O. Reaction SMILES: [CH3:1][O:2][C:3](=[O:4])[c:5]1[c:6](=[O:23])[o:7][c:8]2[cH:9][c:10]([O:16][CH:17]3[CH2:18][CH2:19][CH2:20][CH2:21][CH2:22]3)[cH:11][cH:12][c:13]2[c:14]1[OH:15].[CH3:30][O:31][CH2:32][CH2:33][OH:34].[NH2:24][CH2:25][C:26](=[O:27])[O-:28].[Na+:29]>>[C:3](=[O:4])([c:5]1[c:6](=[O:23])[o:7][c:8]2[cH:9][c:10]([O:16][CH:17]3[CH2:18][CH2:19][CH2:20][CH2:21][CH2:22]3)[cH:11][cH:12][c:13]2[c:14]1[OH:15])[NH:24][CH2:25][C:26](=[O:27])[OH:28]. Starting materials: COC1=CC(C=C(C1(OCC)OC)OC)(C)OCC (1,5,6-trimethoxy-3,6-diethoxy-3-methyl-1,4-cyclohexadiene), Cl(=O)(=O)(=O)O (perchloric acid), crude product. Solvent: C(Cl)Cl (methylene chloride). Product: COC1=CC(C=C(C1(OCC)OC)OC)=C (1,5,6-trimethoxy-6-ethoxy-3-methylidene-1,4-cyclohexadiene). Isolated yield 97.4%. As a reaction SMILES: [CH3:1][O:2][C:3]1[C:8]([O:12][CH3:13])([O:9][CH2:10][CH3:11])[C:7]([O:14][CH3:15])=[CH:6][C:5](OCC)([CH3:16])[CH:4]=1.Cl(O)(=O)(=O)=O>C(Cl)Cl>[CH3:15][O:14][C:7]1[C:8]([O:12][CH3:13])([O:9][CH2:10][CH3:11])[C:3]([O:2][CH3:1])=[CH:4][C:5](=[CH2:16])[CH:6]=1. Reported procedure: The same procedure as in Example 9 was repeated using 272 mg of 1,5,6-trimethoxy-3,6-diethoxy-3-methyl-1,4-cyclohexadiene, 10 mg of methylene chloride and 10 mg of perchloric acid recovering 230 mg of an oily crude product. The crude product was purified by silica gel column chromatograph using a 20:1 benzeneethyl acetate mixture giving 220 mg of 1,5,6-trimethoxy-6-ethoxy-3-methylidene-1,4-cyclohexadiene in 92% of theoretical yield. The compound thus obtained was identified by NMR. Starting materials: OC[C@H]1CN(C[C@H](C1)C)C(=O)OC(C)(C)C ((3R,5S)-tert-butyl 3-(hydroxymethyl)-5-methylpiperidine-1-carboxylate), C1(=CC=C(C=C1)S(=O)(=O)Cl)C (p-toluenesulfonyl chloride), O (water), CCN(C(C)C)C(C)C (DIPEA). Reagents/catalysts: CN(C)C=1C=CN=CC1 (DMAP). The solvent is C(Cl)Cl (DCM). Conditions: time 15 minute. Product: C[C@@H]1CN(C[C@@H](C1)COS(=O)(=O)C1=CC=C(C)C=C1)C(=O)OC(C)(C)C ((3S,5R)-tert-butyl 3-methyl-5-((tosyloxy)methyl)piperidine-1-carboxylate). Isolated yield 65.9%. RXN SMILES: [OH:1][CH2:2][C@@H:3]1[CH2:8][C@H:7]([CH3:9])[CH2:6][N:5]([C:10]([O:12][C:13]([CH3:16])([CH3:15])[CH3:14])=[O:11])[CH2:4]1.[C:17]1([CH3:27])[CH:22]=[CH:21][C:20]([S:23](Cl)(=[O:25])=[O:24])=[CH:19][CH:18]=1.CCN(C(C)C)C(C)C.O>C(Cl)Cl.CN(C1C=CN=CC=1)C>[CH3:9][C@H:7]1[CH2:8][C@@H:3]([CH2:2][O:1][S:23]([C:20]2[CH:21]=[CH:22][C:17]([CH3:27])=[CH:18][CH:19]=2)(=[O:25])=[O:24])[CH2:4][N:5]([C:10]([O:12][C:13]([CH3:15])([CH3:14])[CH3:16])=[O:11])[CH2:6]1. Reported procedure: To a stirred solution of (3R,5S)-tert-butyl 3-(hydroxymethyl)-5-methylpiperidine-1-carboxylate (0.783 g, 3.385 mmol) in DCM (5 mL) was added p-toluenesulfonyl chloride (0.968 g, 5.078 mmol) followed by DMAP (40 mg, 0.33 mmol) and DIPEA (1.18 mL, 6.77 mmol) at rt. The reaction mixture was stirred at rt for 3 h after which time water (5 mL) was added followed by stifling an additional 15 min. The resultant organic layer was washed with 0.1 N HCl (5 mL), brine (3 mL), dried over MgSO4, filtered and... As a reaction SMILES: [C:1]([O:2][C:3](=[O:4])[N:8]1[CH2:9][CH2:10][N:11]([c:14]2[n:15][n:16][cH:17][c:18]([C:20]([F:21])([F:22])[F:23])[cH:19]2)[CH2:12][CH2:13]1)([CH3:5])([CH3:6])[CH3:7].[Cl:31][CH2:32][Cl:33].[OH:24][C:25]([C:26]([F:27])([F:28])[F:29])=[O:30]>>[NH:8]1[CH2:9][CH2:10][N:11]([c:14]2[n:15][n:16][cH:17][c:18]([C:20]([F:21])([F:22])[F:23])[cH:19]2)[CH2:12][CH2:13]1. The reactants are CC(C)(C)OC(=O)N1CCN(c2cc(C(F)(F)F)cnn2)CC1, ClCCl, O=C(O)C(F)(F)F. Product: FC(F)(F)c1cnnc(N2CCNCC2)c1. Reactants: BrC=1C(=NC=C(C(=O)NC2=CC=C(C=C2)OC(C(F)(F)F)(F)F)C1)N1C[C@@H](CC1)O ((R)-5-bromo-6-(3-hydroxypyrrolidin-1-yl)-N-(4-(perfluoroethoxy)phenyl)nicotinamide), N1=CN=CC(=C1)B(O)O (pyrimidin-5-ylboronic acid). The product is O[C@H]1CN(CC1)C1=NC=C(C(=O)NC2=CC=C(C=C2)OC(C(F)(F)F)(F)F)C=C1C=1C=NC=NC1 ((R)-6-(3-Hydroxypyrrolidin-1-yl)-N-(4-(perfluoroethoxy)phenyl)-5-(pyrimidin-5-yl)nicotinamide). RXN SMILES: Br[C:2]1[C:3]([N:25]2[CH2:29][CH2:28][C@@H:27]([OH:30])[CH2:26]2)=[N:4][CH:5]=[C:6]([CH:24]=1)[C:7]([NH:9][C:10]1[CH:15]=[CH:14][C:13]([O:16][C:17]([F:23])([F:22])[C:18]([F:21])([F:20])[F:19])=[CH:12][CH:11]=1)=[O:8].[N:31]1[CH:36]=[C:35](B(O)O)[CH:34]=[N:33][CH:32]=1>>[OH:30][C@@H:27]1[CH2:28][CH2:29][N:25]([C:3]2[C:2]([C:35]3[CH:36]=[N:31][CH:32]=[N:33][CH:34]=3)=[CH:24][C:6]([C:7]([NH:9][C:10]3[CH:11]=[CH:12][C:13]([O:16][C:17]([F:23])([F:22])[C:18]([F:19])([F:20])[F:21])=[CH:14][CH:15]=3)=[O:8])=[CH:5][N:4]=2)[CH2:26]1. Reported procedure: The title compound was prepared in an analogous fashion to that described infashion to that described in Example 185 using (R)-5-bromo-6-(3-hydroxypyrrolidin-1-yl)-N-(4-(perfluoroethoxy)phenyl)nicotinamide (Stage 220.1) and pyrimidin-5-ylboronic acid to afford an off-white solid. HPLC (Condition 4) tR=5.17 min, UPLC-MS (Condition 3) tR=0.99 min, m/z=496.4 [M+H]+; 1H-NMR (400 MHz, DMSO-d6) δ ppm 1.66-1.77 (m, 1H) 1.79-1.91 (m, 1H) 2.88 (d, J=11.34 Hz, 1H) 3.21 (m, J=11.10, 4.90 Hz, 2H) 3.32-3.44 ... Reactants: CC(C)[Si](Cl)(C(C)C)C(C)C, CN(C)C=O, COCCCOc1cc(C=O)ccc1O, c1c[nH]cn1. Product: COCCCOc1cc(C=O)ccc1O[Si](C(C)C)(C(C)C)C(C)C. As a reaction SMILES: [CH:21]([CH3:22])([CH3:23])[Si:24]([CH:25]([CH3:26])[CH3:27])([CH:28]([CH3:29])[CH3:30])[Cl:31].[O:32]=[CH:33][N:34]([CH3:35])[CH3:36].[OH:1][c:2]1[c:3]([O:10][CH2:11][CH2:12][CH2:13][O:14][CH3:15])[cH:4][c:5]([CH:6]=[O:7])[cH:8][cH:9]1.[nH:16]1[cH:17][cH:18][n:19][cH:20]1>>[O:1]([c:2]1[c:3]([O:10][CH2:11][CH2:12][CH2:13][O:14][CH3:15])[cH:4][c:5]([CH:6]=[O:7])[cH:8][cH:9]1)[Si:24]([CH:21]([CH3:22])[CH3:23])([CH:25]([CH3:26])[CH3:27])[CH:28]([CH3:29])[CH3:30].